This data is from the Open Reaction Database (ORD), a public repository of structured organic reaction records. The task is: describe an organic reaction: reactants, conditions, products, and yield Starting materials: C1CCOC1, C[Si](C)(C)C[Si](C)(C)C, [Li]C(C)CC, O. Yields the product [Li]C([Si](C)(C)C)[Si](C)(C)C. RXN SMILES: [CH2:16]1[O:17][CH2:18][CH2:19][CH2:20]1.[CH3:1][Si:2]([CH3:3])([CH3:4])[CH2:5][Si:6]([CH3:7])([CH3:8])[CH3:9].[CH:10]([CH2:11][CH3:12])([CH3:13])[Li:14].[OH2:15]>>[CH3:1][Si:2]([CH3:3])([CH3:4])[CH:5]([Si:6]([CH3:7])([CH3:8])[CH3:9])[Li:14]. Reactants: FC1=C(C=C(C=C1)F)C(C=1C(=CC(=NC1)C(=O)O)C)S(=O)(=O)C1=CC=C(C=C1)F (5-[(2,5-difluorophenyl)[(4-fluorophenyl)sulfonyl]methyl]-4-methylpyridine-2-carboxylic acid), N1CCOCC1 (morpholine), ON1N=NC2=C1C=CC=C2 (1-hydroxybenzotriazole), Cl.C(C)N=C=NCCCN(C)C (1-ethyl-3-(3-dimethylaminopropyl)carbodiimide hydrochloride), CN1CCOCC1 (4-methylmorpholine). Run in C(Cl)Cl (methylene chloride). Run at time 5 day. Yields the product FC1=C(C=C(C=C1)F)C(C=1C(=CC(=NC1)C(=O)N1CCOCC1)C)S(=O)(=O)C1=CC=C(C=C1)F (4-[[5-[(2,5-Difluorophenyl)[(4-fluorophenyl)sulfonyl]methyl]-4-methylpyridin-2-yl]carbonyl]morpholine). The yield is 68.1%. Reaction SMILES: [F:1][C:2]1[CH:7]=[CH:6][C:5]([F:8])=[CH:4][C:3]=1[CH:9]([S:20]([C:23]1[CH:28]=[CH:27][C:26]([F:29])=[CH:25][CH:24]=1)(=[O:22])=[O:21])[C:10]1[C:11]([CH3:19])=[CH:12][C:13]([C:16](O)=[O:17])=[N:14][CH:15]=1.[NH:30]1[CH2:35][CH2:34][O:33][CH2:32][CH2:31]1.ON1C2C=CC=CC=2N=N1.Cl.C(N=C=NCCCN(C)C)C.CN1CCOCC1>C(Cl)Cl>[F:1][C:2]1[CH:7]=[CH:6][C:5]([F:8])=[CH:4][C:3]=1[CH:9]([S:20]([C:23]1[CH:28]=[CH:27][C:26]([F:29])=[CH:25][CH:24]=1)(=[O:22])=[O:21])[C:10]1[C:11]([CH3:19])=[CH:12][C:13]([C:16]([N:30]2[CH2:35][CH2:34][O:33][CH2:32][CH2:31]2)=[O:17])=[N:14][CH:15]=1 |f:3.4|. Procedure: To a solution of 5-[(2,5-difluorophenyl)[(4-fluorophenyl)sulfonyl]methyl]-4-methylpyridine-2-carboxylic acid (119 mg, 0.282 mmol) obtained in Example 12 in methylene chloride (3 ml), morpholine (30 μl, 0.339 mmol), 1-hydroxybenzotriazole (38 mg, 0.282 mmol), 1-ethyl-3-(3-dimethylaminopropyl)carbodiimide hydrochloride mg, 0.339 mmol) and 4-methylmorpholine (37 μl, 0.339 mmol) were added. The reaction solution was stirred for 5 days at room temperature, and was concentrated under reduced pressure.... RXN SMILES: [C:27]([O:28][O:29][C:30](=[O:31])[c:32]1[cH:33][cH:34][cH:35][cH:36][cH:37]1)(=[O:38])[c:39]1[cH:40][cH:41][cH:42][cH:43][cH:44]1.[C:45]([Cl:46])([Cl:47])([Cl:48])[Cl:49].[F:1][c:2]1[cH:3][cH:4][c:5](-[c:8]2[n:9][o:10][c:11]([C:14](=[O:15])[O:16][CH2:17][CH3:18])[c:12]2[CH3:13])[cH:6][cH:7]1.[O:19]=[C:20]1[N:21]([Br:26])[C:22](=[O:23])[CH2:24][CH2:25]1>>[F:1][c:2]1[cH:3][cH:4][c:5](-[c:8]2[n:9][o:10][c:11]([C:14](=[O:15])[O:16][CH2:17][CH3:18])[c:12]2[CH2:13][Br:26])[cH:6][cH:7]1. Yields the product CCOC(=O)c1onc(-c2ccc(F)cc2)c1CBr. Reactants: O=C(OOC(=O)c1ccccc1)c1ccccc1, ClC(Cl)(Cl)Cl, CCOC(=O)c1onc(-c2ccc(F)cc2)c1C, O=C1CCC(=O)N1Br.